This data is from the Open Reaction Database (ORD), a public repository of structured organic reaction records. The task is: describe an organic reaction: reactants, conditions, products, and yield Reactants: CC(C)(C)OC(=O)N1CCC(O[Si](C)(C)C(C)(C)C)C1C=O, CC(=O)O, CCOC(C)=O, ClCCl, Cc1c(N)ccc(C#N)c1Cl, CN(C)C=O. Product: Cc1c(NCC2C(O[Si](C)(C)C(C)(C)C)CCN2C(=O)OC(C)(C)C)ccc(C#N)c1Cl. RXN SMILES: [C:1]([CH3:2])([CH3:3])([CH3:4])[O:5][C:6](=[O:7])[N:8]1[CH:9]([CH:21]=[O:22])[CH:10]([O:13][Si:14]([CH3:15])([CH3:16])[C:17]([CH3:18])([CH3:19])[CH3:20])[CH2:11][CH2:12]1.[C:34]([OH:35])(=[O:36])[CH3:37].[CH3:46][CH2:47][O:48][C:49]([CH3:50])=[O:51].[Cl:43][CH2:44][Cl:45].[NH2:23][c:24]1[c:25]([CH3:33])[c:26]([Cl:32])[c:27]([C:28]#[N:29])[cH:30][cH:31]1.[O:38]=[CH:39][N:40]([CH3:41])[CH3:42]>>[C:1]([CH3:2])([CH3:3])([CH3:4])[O:5][C:6](=[O:7])[N:8]1[CH:9]([CH2:21][NH:23][c:24]2[c:25]([CH3:33])[c:26]([Cl:32])[c:27]([C:28]#[N:29])[cH:30][cH:31]2)[CH:10]([O:13][Si:14]([CH3:15])([CH3:16])[C:17]([CH3:18])([CH3:19])[CH3:20])[CH2:11][CH2:12]1. Starting materials: C(C)NCC (diethylamine), C(C)O[C@@H]1[C@H](C[C@@H]2CC[C@H]3[C@@H]4CC[C@H](C(C)=O)[C@]4(CC([C@@H]3[C@]2(C1)C)=O)C)OC(CI)=O (2β-Ethoxy-3α-iodoacetoxy-5α-pregnane-11,20-dione), O (water). Solvent: C(Cl)Cl (methylene chloride). Product: C(C)N(CC)CC(=O)O[C@H]1C[C@@H]2CC[C@H]3[C@@H]4CC[C@H](C(C)=O)[C@]4(CC([C@@H]3[C@]2(C[C@@H]1OCC)C)=O)C (3α-N,N-Dietylaminoacetoxy-2β-ethoxy-5α-pregnane-11,20-dione). Reaction SMILES: [CH2:1]([O:3][C@H:4]1[CH2:23][C@@:22]2([CH3:24])[C@@H:7]([CH2:8][CH2:9][C@@H:10]3[C@@H:21]2[C:20](=[O:25])[CH2:19][C@@:18]2([CH3:26])[C@H:11]3[CH2:12][CH2:13][C@@H:14]2[C:15](=[O:17])[CH3:16])[CH2:6][C@@H:5]1[O:27][C:28](=[O:31])[CH2:29]I)[CH3:2].[CH2:32]([NH:34][CH2:35][CH3:36])[CH3:33].O>C(Cl)Cl>[CH2:32]([N:34]([CH2:29][C:28]([O:27][C@@H:5]1[C@@H:4]([O:3][CH2:1][CH3:2])[CH2:23][C@@:22]2([CH3:24])[C@@H:7]([CH2:8][CH2:9][C@@H:10]3[C@@H:21]2[C:20](=[O:25])[CH2:19][C@@:18]2([CH3:26])[C@H:11]3[CH2:12][CH2:13][C@@H:14]2[C:15](=[O:17])[CH3:16])[CH2:6]1)=[O:31])[CH2:35][CH3:36])[CH3:33]. Procedure: 2β-Ethoxy-3α-iodoacetoxy-5α-pregnane-11,20-dione (460 mg) was dissolved in methylene chloride (25 ml) and diethylamine (1 ml) added to the solution. The mixture was stirred at room temperature for one-half hour. The mixture was poured into water and the organic layer washed with water (100 ml.), dried over anhydrous sodium sulphate and evaporated to a red oil (410 mg.) which was purified by preparative T.L.C. using ethyl acetate/petrol (2/1) run twice. The main band (RF 0.4) gave title compound ... Starting materials: ClC=1N=CC2=C(N1)N=C(C=C2)C=2C=NN(C2)C (2-chloro-7-(1-methyl-1H-pyrazol-4-yl)pyrido[2,3-d]pyrimidine), CN1C(=NC=C1C1=CC(=C(N)C=C1)OC)C (4-(1,2-dimethyl-1H-imidazol-5-yl)-2-methoxyaniline), R-(+)BINAP, C(=O)([O-])[O-].[K+].[K+] (K2CO3). The reagents and catalysts are CC(=O)[O-].CC(=O)[O-].[Pd+2] (Pd(OAc)2). Run in CN(C)C=O (DMF). Run at temperature 160 celsius, time 2 hour. Yields the product CN1C(=NC=C1C1=CC(=C(C=C1)NC=1N=CC2=C(N1)N=C(C=C2)C=2C=NN(C2)C)OC)C (N-(4-(1,2-dimethyl-1H-imidazol-5-yl)-2-methoxyphenyl)-7-(1-methyl-1H-pyrazol-4-yl)pyrido[2,3-d]pyrimidin-2-amine). Yield: 31.3%. As a reaction SMILES: Cl[C:2]1[N:3]=[CH:4][C:5]2[CH:11]=[CH:10][C:9]([C:12]3[CH:13]=[N:14][N:15]([CH3:17])[CH:16]=3)=[N:8][C:6]=2[N:7]=1.[CH3:18][N:19]1[C:23]([C:24]2[CH:30]=[CH:29][C:27]([NH2:28])=[C:26]([O:31][CH3:32])[CH:25]=2)=[CH:22][N:21]=[C:20]1[CH3:33].C([O-])([O-])=O.[K+].[K+]>CN(C=O)C.CC([O-])=O.CC([O-])=O.[Pd+2]>[CH3:18][N:19]1[C:23]([C:24]2[CH:30]=[CH:29][C:27]([NH:28][C:2]3[N:3]=[CH:4][C:5]4[CH:11]=[CH:10][C:9]([C:12]5[CH:13]=[N:14][N:15]([CH3:17])[CH:16]=5)=[N:8][C:6]=4[N:7]=3)=[C:26]([O:31][CH3:32])[CH:25]=2)=[CH:22][N:21]=[C:20]1[CH3:33] |f:2.3.4,6.7.8|. Procedure: A suspension of 2-chloro-7-(1-methyl-1H-pyrazol-4-yl)pyrido[2,3-d]pyrimidine (Preparation 55, 7.5 mg, 0.03 mmol), 4-(1,2-dimethyl-1H-imidazol-5-yl)-2-methoxyaniline (Preparation 74, 10 mg, 0.05 mmol), R-(+)BINAP (2 mg, 3 umol), Pd(OAc)2 (0.69 mg, 3 umol), K2CO3 (42 mg, 0.31 mmol) in DMF (3 mL) was stirred at 160° C. under microwave irradiation for 2 hours. The reaction mixture was filtered, diluted with NaCl solution and extracted with EtOAc. The organic layer was purified by SCX-2 column elutin... Starting materials: ClCCl, ICCOc1ccc(Cc2ccc(-c3ncco3)cc2)cc1, NCCN1CCOCC1. Yields the product c1coc(-c2ccc(Cc3ccc(OCCNCCN4CCOCC4)cc3)cc2)n1. As a reaction SMILES: [Cl:32][CH2:33][Cl:34].[I:10][CH2:11][CH2:12][O:13][c:14]1[cH:15][cH:16][c:17]([CH2:20][c:21]2[cH:22][cH:23][c:24](-[c:27]3[o:28][cH:29][cH:30][n:31]3)[cH:25][cH:26]2)[cH:18][cH:19]1.[O:1]1[CH2:2][CH2:3][N:4]([CH2:7][CH2:8][NH2:9])[CH2:5][CH2:6]1>>[O:1]1[CH2:2][CH2:3][N:4]([CH2:7][CH2:8][NH:9][CH2:11][CH2:12][O:13][c:14]2[cH:15][cH:16][c:17]([CH2:20][c:21]3[cH:22][cH:23][c:24](-[c:27]4[o:28][cH:29][cH:30][n:31]4)[cH:25][cH:26]3)[cH:18][cH:19]2)[CH2:5][CH2:6]1. Starting materials: C(C)(C)(C)C1=CC=C(C=C1)S(=O)(=O)N1CC2=C(NC3=C1C=C(C=C3)C(=O)OC)N=C(C=C2)C(F)(F)F (methyl 6-[(4-tert-butylphenyl)sulfonyl]-2-(trifluoromethyl)-6,11-dihydro-5H-pyrido-[2,3-b][1,5]benzodiazepine-8-carboxylate), C(C)(C)(C)C1=CC=C(C=C1)S(=O)(=O)N1CC2=C(NC3=C1C=C(C=C3)C(=O)OC)N=C(C=C2)C(F)(F)F (methyl 6-[(4-tert-butylphenyl)sulfonyl]-2-(trifluoromethyl)-6,11-dihydro-5H-pyrido-[2,3-b][1,5]benzodiazepine-8-carboxylate), O.NN (hydrazine hydrate). Solvent: C(C)O (ethanol). Run at temperature 80 celsius. Yields the product C(C)(C)(C)C1=CC=C(C=C1)S(=O)(=O)N1CC2=C(NC3=C1C=C(C=C3)C(=O)NN)N=C(C=C2)C(F)(F)F (6-[(4-tert-Butylphenyl)sulfonyl]-2-(trifluoromethyl)-6,11-dihydro-5H-pyrido-[2,3-b][1,5]benzodiazepine-8-carbohydrazide). RXN SMILES: [C:1]([C:5]1[CH:10]=[CH:9][C:8]([S:11]([N:14]2[C:20]3[CH:21]=[C:22]([C:25]([O:27]C)=O)[CH:23]=[CH:24][C:19]=3[NH:18][C:17]3[N:29]=[C:30]([C:33]([F:36])([F:35])[F:34])[CH:31]=[CH:32][C:16]=3[CH2:15]2)(=[O:13])=[O:12])=[CH:7][CH:6]=1)([CH3:4])([CH3:3])[CH3:2].O.[NH2:38][NH2:39]>C(O)C>[C:1]([C:5]1[CH:6]=[CH:7][C:8]([S:11]([N:14]2[C:20]3[CH:21]=[C:22]([C:25]([NH:38][NH2:39])=[O:27])[CH:23]=[CH:24][C:19]=3[NH:18][C:17]3[N:29]=[C:30]([C:33]([F:34])([F:35])[F:36])[CH:31]=[CH:32][C:16]=3[CH2:15]2)(=[O:13])=[O:12])=[CH:9][CH:10]=1)([CH3:3])([CH3:4])[CH3:2] |f:1.2|. Procedure: To a solution of methyl 6-[(4-tert-butylphenyl)sulfonyl]-2-(trifluoromethyl)-6,11-dihydro-5H-pyrido-[2,3-b][1,5]benzodiazepine-8-carboxylate (intermediate 56, 0.11 g, 0.21 mmol) in ethanol (1.0 mL) at rt was added hydrazine hydrate (0.460 mL). The mixture was heated at 80° C. for 18 h, cooled to rt, and the precipitate was collected by filtration to provide the title compound. LC/MS: m/e 520.1 (M+H)+. 1H NMR (500 MHz, CD3OD): δ 8.00 (1H, s), 7.78 (1H, d, J=8.3 Hz), 7.65 (1H, d, J=7.5 Hz), 7.10-7... Run in C1=CC=CC=C1 (benzene). Reaction SMILES: [CH2:1]([O:3][C:4]([C:6]1[N:11]=[CH:10][C:9]2[N:12]=[C:13]([C:15]3[CH:16]=[N:17][N:18]([CH2:20][C:21]4[CH:26]=[CH:25][CH:24]=[CH:23][CH:22]=4)[CH:19]=3)[S:14][C:8]=2[C:7]=1[OH:27])=[O:5])[CH3:2].[Br:28]N1C(=O)CCC1=O.C(OOC(=O)C1C=CC=CC=1)(=O)C1C=CC=CC=1>C1C=CC=CC=1>[CH2:1]([O:3][C:4]([C:6]1[N:11]=[C:10]([Br:28])[C:9]2[N:12]=[C:13]([C:15]3[CH:16]=[N:17][N:18]([CH2:20][C:21]4[CH:22]=[CH:23][CH:24]=[CH:25][CH:26]=4)[CH:19]=3)[S:14][C:8]=2[C:7]=1[OH:27])=[O:5])[CH3:2]. Procedure details: A suspension of 2-(1-benzyl-1H-pyrazol-4-yl)-7-hydroxy-thiazolo[4,5-c]pyridine-6-carboxylic acid ethyl ester, example 91(c)(0.48 g, 1.26 mmol), N-bromosuccinimide (0.24 g, 1.32 mmol), and benzoyl peroxide (30.5 mg, 0.126 mmol) in 4.2 mL of benzene was heated at reflux temperature for 5 h. The reaction mixture was washed successively with saturated sodium bicarbonate, brine, saturated ammonium chloride solution, and brine. The organic solution was dried, filtered, and concentrated. The crude prod... The product is C(C)OC(=O)C1=C(C2=C(C(=N1)Br)N=C(S2)C=2C=NN(C2)CC2=CC=CC=C2)O (2-(1-Benzyl-1H-pyrazol-4-yl)-4-bromo-7-hydroxy-thiazolo[4,5-c]pyridine-6-carboxylic acid ethyl ester). The reactants are C(C)OC(=O)C1=C(C2=C(C=N1)N=C(S2)C=2C=NN(C2)CC2=CC=CC=C2)O (2-(1-benzyl-1H-pyrazol-4-yl)-7-hydroxy-thiazolo[4,5-c]pyridine-6-carboxylic acid ethyl ester), C(C1=CC=CC=C1)(=O)OOC(C1=CC=CC=C1)=O (benzoyl peroxide), example 91(c), BrN1C(CCC1=O)=O (N-bromosuccinimide). Starting materials: Cc1cc(C)n2c(C3=NOC(c4cc(Cl)cc(Cl)c4)(C(F)(F)F)C3)ccc(C(=O)O)c12, NCC(F)(F)F. Product: Cc1cc(C)n2c(C3=NOC(c4cc(Cl)cc(Cl)c4)(C(F)(F)F)C3)ccc(C(=O)NCC(F)(F)F)c12. RXN SMILES: [Cl:1][c:2]1[cH:3][c:4]([C:9]2([C:28]([F:29])([F:30])[F:31])[CH2:10][C:11]([c:14]3[n:15]4[c:16]([CH3:27])[cH:17][c:18]([CH3:26])[c:19]4[c:20]([C:23](=[O:24])[OH:25])[cH:21][cH:22]3)=[N:12][O:13]2)[cH:5][c:6]([Cl:8])[cH:7]1.[F:32][C:33]([CH2:34][NH2:35])([F:36])[F:37]>>[Cl:1][c:2]1[cH:3][c:4]([C:9]2([C:28]([F:29])([F:30])[F:31])[CH2:10][C:11]([c:14]3[n:15]4[c:16]([CH3:27])[cH:17][c:18]([CH3:26])[c:19]4[c:20]([C:23](=[O:25])[NH:35][CH2:34][C:33]([F:32])([F:36])[F:37])[cH:21][cH:22]3)=[N:12][O:13]2)[cH:5][c:6]([Cl:8])[cH:7]1. Reactants: CN(C=O)C (N,N-dimethylformamide), ClC1=C(CBr)C=CC=C1 (2-chlorobenzyl bromide), C([O-])(O)=O.[Na+] (sodium bicarbonate), C(C1=CC=CC=C1)C=1NC2=C(N1)C=CC(=C2)C(=O)OCC (2-benzyl-5-ethoxycarbonylbenzimidazole). Solvent: O (water), C(C)(=O)OCC (ethyl acetate). Reaction conditions: temperature 60 celsius. Yields the product C(C1=CC=CC=C1)C1=NC2=C(N1CC1=C(C=CC=C1)Cl)C=CC(=C2)C(=O)OCC (2-benzyl-1-(2-chlorobenzyl)-5-ethoxycarbonylbenzimidazole). The yield is 18.7%. Reaction SMILES: CN(C)C=O.[Cl:6][C:7]1[CH:14]=[CH:13][CH:12]=[CH:11][C:8]=1[CH2:9]Br.C(=O)(O)[O-].[Na+].[CH2:20]([C:27]1[NH:28][C:29]2[CH:35]=[C:34]([C:36]([O:38][CH2:39][CH3:40])=[O:37])[CH:33]=[CH:32][C:30]=2[N:31]=1)[C:21]1[CH:26]=[CH:25][CH:24]=[CH:23][CH:22]=1>O.C(OCC)(=O)C>[CH2:20]([C:27]1[N:31]([CH2:9][C:8]2[CH:11]=[CH:12][CH:13]=[CH:14][C:7]=2[Cl:6])[C:30]2[CH:32]=[CH:33][C:34]([C:36]([O:38][CH2:39][CH3:40])=[O:37])=[CH:35][C:29]=2[N:28]=1)[C:21]1[CH:22]=[CH:23][CH:24]=[CH:25][CH:26]=1 |f:2.3|. Procedure details: N,N-dimethylformamide (15 ml), 2-chlorobenzyl bromide (3.94 g) and sodium bicarbonate (1.23 g) are added to 2-benzyl-5-ethoxycarbonyl-benzimidazole (2.37 g) (example 11) and the solution is heated for one hour at 60° C. After adding ethyl acetate (70 ml) and water (70 ml) and separating the solution, the organic layer is washed with water three times and extraction is performed on the aqueous layer using ethyl acetate three times. By concentrating the obtained organic layer under reduced pressur... The product is COC=1C=C(C=CC1)C12CCN(CC2CCC1)CC1=CC=CC=C1 (4a-(3-methoxyphenyl)-2-benzyl-2,3,4,4a,5,6,7,7a-octahydro-1H-2-pyrindine). The reactants are COC=1C=C(C=CC1)C12CC(N(C(C2CCC1)=O)CC1=CC=CC=C1)=O (4a-(3-methoxyphenyl)-2-benzyl-2,3,4,4a,5,6,7,7a-octahydro-1,3-dioxo-1H-2-pyrindine), [H-].[Al+3].[Li+].[H-].[H-].[H-] (lithium aluminum hydride). Reported procedure: Following the procedure set forth in Example 19, 4a-(3-methoxyphenyl)-2-benzyl-2,3,4,4a,5,6,7,7a-octahydro-1,3-dioxo-1H-2-pyrindine was reduced by reaction with lithium aluminum hydride to provide 4a-(3-methoxyphenyl)-2-benzyl-2,3,4,4a,5,6,7,7a-octahydro-1H-2-pyrindine. As a reaction SMILES: [CH3:1][O:2][C:3]1[CH:4]=[C:5]([C:9]23[CH2:17][CH2:16][CH2:15][CH:14]2[C:13](=O)[N:12]([CH2:19][C:20]2[CH:25]=[CH:24][CH:23]=[CH:22][CH:21]=2)[C:11](=O)[CH2:10]3)[CH:6]=[CH:7][CH:8]=1.[H-].[Al+3].[Li+].[H-].[H-].[H-]>>[CH3:1][O:2][C:3]1[CH:4]=[C:5]([C:9]23[CH2:17][CH2:16][CH2:15][CH:14]2[CH2:13][N:12]([CH2:19][C:20]2[CH:21]=[CH:22][CH:23]=[CH:24][CH:25]=2)[CH2:11][CH2:10]3)[CH:6]=[CH:7][CH:8]=1 |f:1.2.3.4.5.6|.